From a dataset of the Open Reaction Database (ORD), a public repository of structured organic reaction records. describe an organic reaction: reactants, conditions, products, and yield The reactants are O(C)N (Methoxylamine), C1(=CC=C(C=C1)S(=O)(=O)Cl)C (p-toluenesulfonyl chloride), O (Water). Solvent: N1=CC=CC=C1 (pyridine). Yields the product CONS(=O)(=O)C1=CC=C(C=C1)C (N-methoxy-p-toluenesulfonamide). The yield is 99.0%. Reaction SMILES: [O:1]([NH2:3])[CH3:2].[C:4]1([CH3:14])[CH:9]=[CH:8][C:7]([S:10](Cl)(=[O:12])=[O:11])=[CH:6][CH:5]=1.O>N1C=CC=CC=1>[CH3:2][O:1][NH:3][S:10]([C:7]1[CH:8]=[CH:9][C:4]([CH3:14])=[CH:5][CH:6]=1)(=[O:12])=[O:11]. Procedure details: Methoxylamine (9.00 g (108 mmol) was suspended in pyridine (30.0 ml). To this, under cooling with ice and with stirring, p-toluenesulfonyl chloride (19.07 g (100 mmol)) was added and the mixture was stirred under cooling with ice for 30 minutes and at room temperature for 2 hours. Water (200.0 ml) was added to the reaction mixture to bring about separation of crystals. After 30 minutes' stirring, the crystals were filtered and washed to give 20.26 g (99%) of N-methoxy-p-toluenesulfonamide as whi... The reactants are NC(C(=O)OCC)=NO (Ethyl aminohydroxyiminoacetate), O1N=C(C=C1)C(=O)O (3-isoxazolecarboxylic acid), C(C)(C)N=C=NC(C)C (1,3-diisopropylcarbodiimide). Solvent: C(Cl)Cl (DCM). Yields the product O1N=C(C=C1)C1=NC(=NO1)C(=O)OCC (Ethyl 5-(isoxazol-3-yl)-1,2,4-oxadiazole-3-carboxylate). The yield is 50.1%. Reaction SMILES: [NH2:1][C:2](=[N:8][OH:9])[C:3]([O:5][CH2:6][CH3:7])=[O:4].[O:10]1[CH:14]=[CH:13][C:12]([C:15](O)=O)=[N:11]1.C(N=C=NC(C)C)(C)C>C(Cl)Cl>[O:10]1[CH:14]=[CH:13][C:12]([C:15]2[O:9][N:8]=[C:2]([C:3]([O:5][CH2:6][CH3:7])=[O:4])[N:1]=2)=[N:11]1. Reported procedure: Ethyl aminohydroxyiminoacetate (3.78 mmol, 0.5 g), 3-isoxazolecarboxylic acid (3.78 mmol, 0.428 g) and 1,3-diisopropylcarbodiimide (4.16 mmol, 0.525 g) were dissolved in DCM (70 ml) under nitrogen atmosphere. The mixture was stirred at RT for a day. The solvent was evaporated to dryness and the residue was dissolved in pyridine and refluxed for 6 h and overnight at RT. Pyridine was evaporated and the residue was diluted with DCM and water. The aqueous phase was extracted four times with DCM. The... Reactants: C([O-])([O-])=O.[K+].[K+] (potassium carbonate), C1(=CC=CC=C1)C(=C)B(O)O (1-phenylvinylboronic acid), O1C(OCCC1)C1=CC(=C(C=C1)C=1SC2=NC(=CC=C2N1)Cl)F (2-(4-(1,3-dioxan-2-yl)-2-fluorophenyl)-5-chlorothiazolo[5,4-b]pyridine). The reagents and catalysts are [Pd](Cl)Cl.C(C)(C)(C)P(C1=CC=C(C=C1)N(C)C)C(C)(C)C.C(C)(C)(C)P(C1=CC=C(C=C1)N(C)C)C(C)(C)C (bis(4-(di-tert-butylphosphino)-N,N-dimethylbenzenamine) palladium dichloride). Solvent: CC(OCC)=O (EA), O1CCOCC1 (dioxane), O (water), C(Cl)Cl (DCM), O (water). Reaction conditions: temperature 80 celsius, time 8 hour. Yields the product O1C(OCCC1)C1=CC(=C(C=C1)C=1SC2=NC(=CC=C2N1)C(=C)C1=CC=CC=C1)F (2-(4-(1,3-dioxan-2-yl)-2-fluorophenyl)-5-(1-phenylvinyl)-thiazolo[5,4-b]pyridine). RXN SMILES: C(=O)([O-])[O-].[K+].[K+].[C:7]1([C:13](B(O)O)=[CH2:14])[CH:12]=[CH:11][CH:10]=[CH:9][CH:8]=1.[O:18]1[CH2:23][CH2:22][CH2:21][O:20][CH:19]1[C:24]1[CH:29]=[CH:28][C:27]([C:30]2[S:31][C:32]3[C:37]([N:38]=2)=[CH:36][CH:35]=[C:34](Cl)[N:33]=3)=[C:26]([F:40])[CH:25]=1>O1CCOCC1.O.C(Cl)Cl.CC(=O)OCC.[Pd](Cl)Cl.C(P(C(C)(C)C)C1C=CC(N(C)C)=CC=1)(C)(C)C.C(P(C(C)(C)C)C1C=CC(N(C)C)=CC=1)(C)(C)C>[O:20]1[CH2:21][CH2:22][CH2:23][O:18][CH:19]1[C:24]1[CH:29]=[CH:28][C:27]([C:30]2[S:31][C:32]3[C:37]([N:38]=2)=[CH:36][CH:35]=[C:34]([C:13]([C:7]2[CH:12]=[CH:11][CH:10]=[CH:9][CH:8]=2)=[CH2:14])[N:33]=3)=[C:26]([F:40])[CH:25]=1 |f:0.1.2,9.10.11|. Procedure: A mixture of bis(4-(di-tert-butylphosphino)-N,N-dimethylbenzenamine) palladium dichloride (0.252 g, 0.356 mmol), potassium carbonate (6.70 g, 48.5 mmol), 1-phenylvinylboronic acid (4.64 g, 31.4 mmol), and 2-(4-(1,3-dioxan-2-yl)-2-fluorophenyl)-5-chlorothiazolo[5,4-b]pyridine (5.00 g, 14.3 mmol) in 50 mL dioxane and 15 mL water was sealed and heated to 80° C. overnight. The reaction was cooled, diluted with DCM, water, and the aq. Layer was extracted with DCM. The combined organic layers were dri... Starting materials: ClC1=CC=CC2=C1C(N(CC=1N2C=NC1C=1OC=C(N1)CCl)C)=O (7-chloro-3-(4-chloromethyl-oxazol-2-yl)-5-methyl-5,6-dihydro-4H-imidazo[1,5-a][1,4]-benzodiazepin-6-one), C(CC)NCCC (dipropylamine). The solvent is O1CCCC1 (tetrahydrofuran). Yields the product ClC1=CC=CC2=C1C(N(CC=1N2C=NC1C=1OC=C(N1)CN(CCC)CCC)C)=O (7-chloro-3-(4-dipropylaminomethyl-oxazol-2-yl)-5-methyl-5,6-dihydro-4H-imidazo[1,5-a][1,4]benzodiazepin-6-one). The yield is 34.2%. Reaction SMILES: [Cl:1][C:2]1[C:7]2[C:8](=[O:24])[N:9]([CH3:23])[CH2:10][C:11]3[N:12]([CH:13]=[N:14][C:15]=3[C:16]3[O:17][CH:18]=[C:19]([CH2:21]Cl)[N:20]=3)[C:6]=2[CH:5]=[CH:4][CH:3]=1.[CH2:25]([NH:28][CH2:29][CH2:30][CH3:31])[CH2:26][CH3:27]>O1CCCC1>[Cl:1][C:2]1[C:7]2[C:8](=[O:24])[N:9]([CH3:23])[CH2:10][C:11]3[N:12]([CH:13]=[N:14][C:15]=3[C:16]3[O:17][CH:18]=[C:19]([CH2:21][N:28]([CH2:29][CH2:30][CH3:31])[CH2:25][CH2:26][CH3:27])[N:20]=3)[C:6]=2[CH:5]=[CH:4][CH:3]=1. Procedure: 0.30 g (0.00082 mol) of 7-chloro-3-(4-chloromethyl-oxazol-2-yl)-5-methyl-5,6-dihydro-4H-imidazo[1,5-a][1,4]-benzodiazepin-6-one was dissolved in 40 ml of tetrahydrofuran, treated with 2.3 ml (0.01 65 mol) of dipropylamine and boiled at reflux for 20 hrs. The solution was completely freed from the solvents, the residue was chromatographed over silica gel with ethyl acetate/ethanol 9:1 as the eluent and recrystallized from ethyl acetate/n-hexane. There was obtained 0.12 g (34%) of 7-chloro-3-(4-di... Reactants: COC1=C(C=O)C(=CC(=C1)OC)OC (2,4,6-trimethoxybenz-aldehyde), C(C)(=O)OC(C)=O (acetic anhydride), COC=1C=CC(=NC1[N+](=O)[O-])CS(=O)(=O)CC(=O)O (2-((5-methoxy-6-nitropyridin-2-yl)methylsulfonyl)acetic acid). The product is COC=1C(=NC(=CC1)CS(=O)(=O)\C=C\C1=C(C=C(C=C1OC)OC)OC)[N+](=O)[O-] ((E)-3-methoxy-2-nitro-6-((2,4,6-trimethoxystyrylsulfonyl)methyl)pyridine). Yield: 35.3%. Solvent: C1(=CC=CC=C1)C (toluene). RXN SMILES: [CH3:1][O:2][C:3]1[CH:4]=[CH:5][C:6]([CH2:12][S:13]([CH2:16][C:17](O)=O)(=[O:15])=[O:14])=[N:7][C:8]=1[N+:9]([O-:11])=[O:10].[CH3:20][O:21][C:22]1[CH:29]=[C:28]([O:30][CH3:31])[CH:27]=[C:26]([O:32][CH3:33])[C:23]=1C=O.C(OC(=O)C)(=O)C>C1(C)C=CC=CC=1>[CH3:1][O:2][C:3]1[C:8]([N+:9]([O-:11])=[O:10])=[N:7][C:6]([CH2:12][S:13](/[CH:16]=[CH:17]/[C:23]2[C:26]([O:32][CH3:33])=[CH:27][C:28]([O:30][CH3:31])=[CH:29][C:22]=2[O:21][CH3:20])(=[O:14])=[O:15])=[CH:5][CH:4]=1. Procedure details: A mixture of 2-((5-methoxy-6-nitropyridin-2-yl)methylsulfonyl)acetic acid (0.29 g, 1.0 mmol) in dry toluene (2 mL) was added 2,4,6-trimethoxybenz-aldehyde (0.196 g, 1.0 mmol) and acetic anhydride (0.38 mL). After refluxing for 5 hrs, the reaction mixture was evaporated to dryness. The residue was precipitated by adding methanol (15 mL). The precipitate was filtered to give 150 mg (35%) the titled compound as grey coloured powder. 1H-NMR (Acetone-D6): δ 3.92 (s, 9H, 3×OCH3), 4.07 (s, 3H, OCH3), 4... Starting materials: BrC=1C=C(C=CC1)C1CCNCC1 (4-(3-Bromo-phenyl)-piperidine), BrCCO (2-bromoethanol), C([O-])([O-])=O.[K+].[K+] (potassium carbonate). Solvent: CN(C)C=O (DMF). Product: BrC=1C=C(C=CC1)C1CCN(CC1)CCO (2-[4-(3-Bromo-phenyl)-piperidin-1-yl]-ethanol). RXN SMILES: [Br:1][C:2]1[CH:3]=[C:4]([CH:8]2[CH2:13][CH2:12][NH:11][CH2:10][CH2:9]2)[CH:5]=[CH:6][CH:7]=1.Br[CH2:15][CH2:16][OH:17].C(=O)([O-])[O-].[K+].[K+]>CN(C=O)C>[Br:1][C:2]1[CH:3]=[C:4]([CH:8]2[CH2:13][CH2:12][N:11]([CH2:15][CH2:16][OH:17])[CH2:10][CH2:9]2)[CH:5]=[CH:6][CH:7]=1 |f:2.3.4|. Procedure: 4-(3-Bromo-phenyl)-piperidine (1.2 g, 4.8 mmol) and 2-bromoethanol (0.72 mL, mmol) were diluted with DMF (20 mL) and treated with potassium carbonate (2.7 g, 20 mmol). These were stirred at ambient temperature for 18 then poured onto water and extracted with ethyl acetate. Organic phase then washed with brine, dried over sodium sulfate, filtered and evaporated to clear oil (0.6 g, 44%).